From a dataset of the Open Reaction Database (ORD), a public repository of structured organic reaction records. describe an organic reaction: reactants, conditions, products, and yield Reactants: [PH3]=O (phosphine oxide), C1=C2C(=CN=C1)COC=1C=C(C=CC12)OC[C@@H](CC(C)C)N1C(C2=CC=CC=C2C1=O)=O ((R)-2-(1-(5H-chromeno[3,4-c]pyridin-8-yloxy)-4-methylpentan-2-yl)isoindoline-1,3-dione), NN (hydrazine). Run in C(C)O (ethanol), C(C)OCC (diethylether). Conditions: temperature 45 celsius, time 3 hour. Product: C1=C2C(=CN=C1)COC=1C=C(C=CC12)OC[C@@H](CC(C)C)N ((R)-1-(5H-chromeno[3,4-c]pyridin-8-yloxy)-4-methylpentan-2-amine). Isolated yield 75.5%. Reaction SMILES: [PH3]=O.[CH:3]1[CH:8]=[N:7][CH:6]=[C:5]2[CH2:9][O:10][C:11]3[CH:12]=[C:13]([O:17][CH2:18][C@H:19]([N:24]4C(=O)C5C(=CC=CC=5)C4=O)[CH2:20][CH:21]([CH3:23])[CH3:22])[CH:14]=[CH:15][C:16]=3[C:4]=12.NN>C(O)C.C(OCC)C>[CH:3]1[CH:8]=[N:7][CH:6]=[C:5]2[CH2:9][O:10][C:11]3[CH:12]=[C:13]([O:17][CH2:18][C@H:19]([NH2:24])[CH2:20][CH:21]([CH3:22])[CH3:23])[CH:14]=[CH:15][C:16]=3[C:4]=12. Reported procedure: Nitrogen was slowly bubbled for 5 min through a suspension of 8-bromo-5H-chromeno[3,4-c]pyridine (26 mg, 0.1 mmol), (R)-2-(1-hydroxy-4-methylpentan-2-yl)isoindoline-1,3-dione (116 mg, 0.47 mmol, 4.7 equiv), 5-(di-tert-butylphosphino)-1′,3′,5′-triphenyl-17′-1,4′-bipyrazole (30 mg, 0.06 mmol, 0.6 equiv), Cs2CO3 (49 mg, 0.15 mmol, 1.5 equiv) and Pd(OAc)2 (7 mg, 0.03 mmol, 0.3 equiv) in toluene (0.5 mL) in a thick glass vial. The vial was capped and then heated at 80° C. for 19 h. The reaction mixtu...